Task: describe an organic reaction: reactants, conditions, products, and yield. Dataset: the Open Reaction Database (ORD), a public repository of structured organic reaction records The reactants are [Cl-].C(CCCCCCC\C=C/CCCCCCCC)C[NH2+]CC(O)O (oleylmethyldihydroxyethylammonium chloride), S(=O)(C1=CC=C(C=C1)N)(=O)[O-].[K+] (potassium sulfanilate). As a reaction SMILES: [Cl-].[CH2:2]([CH2:20][NH2+:21][CH2:22][CH:23]([OH:25])[OH:24])[CH2:3][CH2:4][CH2:5][CH2:6][CH2:7][CH2:8][CH2:9]/[CH:10]=[CH:11]\[CH2:12][CH2:13][CH2:14][CH2:15][CH2:16][CH2:17][CH2:18][CH3:19].[S:26]([O-:36])(=[O:35])([C:28]1[CH:33]=[CH:32][C:31]([NH2:34])=[CH:30][CH:29]=1)=[O:27].[K+]>C(O)(C)C>[S:26]([O-:36])(=[O:35])([C:28]1[CH:29]=[CH:30][C:31]([NH2:34])=[CH:32][CH:33]=1)=[O:27].[CH2:2]([CH2:20][NH2+:21][CH2:22][CH:23]([OH:25])[OH:24])[CH2:3][CH2:4][CH2:5][CH2:6][CH2:7][CH2:8][CH2:9]/[CH:10]=[CH:11]\[CH2:12][CH2:13][CH2:14][CH2:15][CH2:16][CH2:17][CH2:18][CH3:19] |f:0.1,2.3,5.6|. The product is S(=O)(C1=CC=C(C=C1)N)(=O)[O-].C(CCCCCCC\C=C/CCCCCCCC)C[NH2+]CC(O)O (oleylmethyldihydroxyethylammonium sulfanilate). Yield: 93.8%. The solvent is C(C)(C)O (isopropyl alcohol). Procedure: A four-necked flask fitted with stirrer and condenser means was charged with 39 g of oleylmethyldihydroxyethylammonium chloride, 23 g of potassium sulfanilate and 200 g of isopropyl alcohol and the reaction was conducted at 40°-50° C. in an atmosphere of nitrogen gas introduced at a low flow rate for 6 hours. The precipitate was then collected by filtration and washed with 30 ml of isobutyl alcohol. The filtrate and the washings were combined and concentrated under reduced pressure. The residue ... Starting materials: Cl (HCl), SC1=C(C(=O)C2=CC=CC=C2)C=CC=C1 (2-mercaptobenzophenone), S(=O)(=O)(C)OCC1(CCCCC1)C=O (1-(mesyloxymethyl)cyclohexanecarboxaldehyde), CCOCC(COCC)OCC (triethyline). Solvent: COCCOCCOC (diglyme). Run at time 24 hour. Yields the product C(C1=CC=CC=C1)(=O)C1=C(C=CC=C1)SCC1(CCCCC1)C=O (1-((2-Benzoylphenylthio)methyl)cyclohexanecarboxaldehyde). The yield is 18.1%. As a reaction SMILES: [SH:1][C:2]1[CH:15]=[CH:14][CH:13]=[CH:12][C:3]=1[C:4]([C:6]1[CH:11]=[CH:10][CH:9]=[CH:8][CH:7]=1)=[O:5].S([O:20][CH2:21][C:22]1([CH:28]=O)[CH2:27][CH2:26][CH2:25][CH2:24][CH2:23]1)(C)(=O)=O.CCOCC(OCC)COCC.Cl>COCCOCCOC>[C:4]([C:3]1[CH:12]=[CH:13][CH:14]=[CH:15][C:2]=1[S:1][CH2:28][C:22]1([CH:21]=[O:20])[CH2:27][CH2:26][CH2:25][CH2:24][CH2:23]1)(=[O:5])[C:6]1[CH:11]=[CH:10][CH:9]=[CH:8][CH:7]=1. Procedure: A mixture of 69 g (0.303 mole) of 2-mercaptobenzophenone, 82 g (0.303 mole) of mesylate 55, 32 g of triethyline, and 150 ml of diglyme was stirred and held at relux for 24 h. The mixture was cooled, poured into dil. HCl and extracted with methylene chloride. The organic layer was washed with 10% NaOH, water, brine, and dried over sodium sulfate and concentrated under vacuum to remove excess diglyme. This was purified by silica gel flush column (5% EtOAc-Hexane) and gave 18.6 g (75.9%) of yellow ... Starting materials: C(C)(C)I (isopropyl iodide), ClC=1C(=NC=C(C1)C(F)(F)F)C1=CC(=C(C=C1)Cl)O (3-chloro-2-(4-chloro-3-hydroxyphenyl)5-trifluoromethylpyridine), O (water). The solvent is CN(C=O)C (dimethylformamide). Reaction conditions: time 15 minute. The product is ClC=1C(=NC=C(C1)C(F)(F)F)C1=CC(=C(C=C1)Cl)OC(C)C (3-Chloro-2-(4-chloro-3-isopropoxyphenyl)-5-trifluoromethylpyridine). Reaction SMILES: [Cl:1][C:2]1[C:3]([C:12]2[CH:17]=[CH:16][C:15]([Cl:18])=[C:14]([OH:19])[CH:13]=2)=[N:4][CH:5]=[C:6]([C:8]([F:11])([F:10])[F:9])[CH:7]=1.[CH:20](I)([CH3:22])[CH3:21].O>CN(C)C=O>[Cl:1][C:2]1[C:3]([C:12]2[CH:17]=[CH:16][C:15]([Cl:18])=[C:14]([O:19][CH:20]([CH3:22])[CH3:21])[CH:13]=2)=[N:4][CH:5]=[C:6]([C:8]([F:11])([F:9])[F:10])[CH:7]=1. Procedure details: 0.23 g (7.8 mmol) of an 80% suspension of sodium hydride in mineral oil was washed with anhydrous pentane to remove the mineral oil and then suspended in 50 ml of anhydrous dimethylformamide. A solution of 2.0 g (6.5 mmol) of 3-chloro-2-(4-chloro-3-hydroxyphenyl)5-trifluoromethylpyridine in 50 ml of anhydrous dimethylformamide was added dropwise to this suspension at 0° C. After the addition is complete, the mixture was stirred for 15 minutes and then 1.3 g (7.8 mmol) of isopropyl iodide were sl... Starting materials: C(CCC(=O)OCC)(=O)N (ethyl succinamidate), ClCC(=O)CCl (1,3-dichloroacetone). Yields the product ClCC=1N=C(OC1)CCC(=O)OCC (ethyl 4-chloromethyl-2-oxazolepropionate). Yield: 7.2%. As a reaction SMILES: [C:1]([NH2:10])(=[O:9])[CH2:2][CH2:3][C:4]([O:6][CH2:7][CH3:8])=[O:5].[Cl:11][CH2:12][C:13]([CH2:15]Cl)=O>>[Cl:11][CH2:12][C:13]1[N:10]=[C:1]([CH2:2][CH2:3][C:4]([O:6][CH2:7][CH3:8])=[O:5])[O:9][CH:15]=1. Procedure: In substantially the same manner as in Reference Example 31, ethyl succinamidate was allowed to react with 1,3-dichloroacetone to give ethyl 4-chloromethyl-2-oxazolepropionate as an oily product. The yield was 7.2%. Starting materials: COC(=O)C(C)N(C1=C(C=CC=C1[N+](=O)[O-])C)C(COC)=O (N-(1'-methoxycarbonylethyl)-N-methoxyacetyl-2-methyl-6-nitroaniline). Reagents/catalysts: [Ni] (raney nickel). Solvent: CO (methanol). Yields the product COC(=O)C(C)N(C1=C(C=CC=C1C)N)C(COC)=O (N-(1'-methoxycarbonylethyl)-N-methoxyacetyl-2-amino-6-methyl-aniline). Reaction SMILES: [CH3:1][O:2][C:3]([CH:5]([N:7]([C:18](=[O:22])[CH2:19][O:20][CH3:21])[C:8]1[C:13]([N+:14]([O-])=O)=[CH:12][CH:11]=[CH:10][C:9]=1[CH3:17])[CH3:6])=[O:4]>CO.[Ni]>[CH3:1][O:2][C:3]([CH:5]([N:7]([C:18](=[O:22])[CH2:19][O:20][CH3:21])[C:8]1[C:9]([CH3:17])=[CH:10][CH:11]=[CH:12][C:13]=1[NH2:14])[CH3:6])=[O:4]. Procedure: 257.4 g of N-(1'-methoxycarbonylethyl)-N-methoxyacetyl-2-methyl-6-nitroaniline are dissolved in 2.6 liters of anhydrous methanol and the solution is hydrogenated for 26 hours at 20°-25° C. and under normal pressure in the presence of 26 g of raney nickel (uptake of H2 : 56.2 liters=100% of theory). The catalyst is then removed by filtration, the filtrate is concentrated, and the oily residue is crystallised by adding diethyl ether. Yield: 170.8 g of compound 2 with a melting point of 86°-88° C. As a reaction SMILES: C(OC([N:6]1[CH:11]2[CH:12]([O:14]C3CCCCO3)[CH2:13][CH:7]1[CH2:8][CH:9]([CH2:21][C:22]1[CH:27]=[CH:26][CH:25]=[CH:24][CH:23]=1)[CH2:10]2)=O)C.C[Si](I)(C)C.[OH-].[Na+].S([O-])([O-])=O.[Na+].[Na+]>C(Cl)(Cl)Cl>[CH2:21]([CH:9]1[CH2:10][CH:11]2[NH:6][CH:7]([CH2:13][CH:12]2[OH:14])[CH2:8]1)[C:22]1[CH:23]=[CH:24][CH:25]=[CH:26][CH:27]=1 |f:2.3,4.5.6|. Starting materials: C(C)OC(=O)N1C2CC(CC1C(C2)OC2OCCCC2)CC2=CC=CC=C2 (3-benzyl-6-(tetrahydro-pyran-2-yloxy)-8-aza-bicyclo[3.2.1]octane-8-carboxylic acid ethyl ester), C[Si](C)(C)I (trimethylsilyl iodide), [OH-].[Na+] (NaOH), S(=O)([O-])[O-].[Na+].[Na+] (sodium sulfite). The solvent is C(Cl)(Cl)Cl (chloroform). Reported procedure: A solution of the 3-benzyl-6-(tetrahydro-pyran-2-yloxy)-8-aza-bicyclo[3.2.1]octane-8-carboxylic acid ethyl ester and 0.5 mL of trimethylsilyl iodide in 25 mL of chloroform was kept at room temperature for 48 h, shaken with 25 mL of 6N NaOH and dilute sodium sulfite and dried over magnesium sulfate. Removal of solvents gave 0.2 g of a resin. The product is C(C1=CC=CC=C1)C1CC2CC(C(C1)N2)O (3-Benzyl-8-aza-bicyclo[3.2.1]octan-6-ol). Reactants: ClC1=CC=C(CC=2C(=NOC2[C@@H]2N(CCC2)C(=O)OCC2=CC=CC=C2)C)C=C1 ((R)-benzyl 2-(4-(4-chlorobenzyl)-3-methylisoxazol-5-yl)pyrrolidine-1-carboxylate), I[Si](C)(C)C (iodotrimethylsilane). The solvent is ClCCl (dichloromethane). Run at time 3 hour. The product is ClC1=CC=C(CC=2C(=NOC2[C@@H]2NCCC2)C)C=C1 ((R)-4-(4-chlorobenzyl)-3-methyl-5-(pyrrolidin-2-yl)isoxazole). Isolated yield 73.6%. RXN SMILES: [Cl:1][C:2]1[CH:29]=[CH:28][C:5]([CH2:6][C:7]2[C:8]([CH3:27])=[N:9][O:10][C:11]=2[C@H:12]2[CH2:16][CH2:15][CH2:14][N:13]2C(OCC2C=CC=CC=2)=O)=[CH:4][CH:3]=1.I[Si](C)(C)C>ClCCl>[Cl:1][C:2]1[CH:29]=[CH:28][C:5]([CH2:6][C:7]2[C:8]([CH3:27])=[N:9][O:10][C:11]=2[C@H:12]2[CH2:16][CH2:15][CH2:14][NH:13]2)=[CH:4][CH:3]=1. Reported procedure: To a solution of (R)-benzyl 2-(4-(4-chlorobenzyl)-3-methylisoxazol-5-yl)pyrrolidine-1-carboxylate (220 mg, 0.54 mmol) in dichloromethane (20 mL) at 0° C. was added iodotrimethylsilane (110 μL, 0.8 mmol). The reaction mixture was allowed to warm to room temperature, stirred for 3 h, concentrated in vacuo and diluted with ether (30 mL). The organic layer was extracted with 1M HCl (2×50 mL). The aqueous layer was basified with 6 M NaOH and extracted with dichloromethane (3×50 mL). The combined orga... Reactants: C(C)(C)(C)OC(=O)NC(C1=CC=CC=C1)[C@@H]1CC(N(C1)[C@H](C)C1=CC=CC=C1)=O (4-(R)-[1-tert-butoxycarbonylamino-1-phenylmethyl]-1-[1-(R)-phenylethyl]-2-pyrrolidone). The solvent is O1CCCC1 (tetrahydrofuran). Conditions: time 13 hour. Product: C(C)(C)(C)OC(=O)NC(C1=CC=CC=C1)[C@H]1CN(CC1)[C@H](C)C1=CC=CC=C1 (3-(R)-[1-tert-Butoxycarbonylamino-1-phenylmethyl]-1-[1-(R)-phenylethyl]pyrrolidine). Isolated yield 88.2%. RXN SMILES: [C:1]([O:5][C:6]([NH:8][CH:9]([C@H:16]1[CH2:20][N:19]([C@@H:21]([C:23]2[CH:28]=[CH:27][CH:26]=[CH:25][CH:24]=2)[CH3:22])[C:18](=O)[CH2:17]1)[C:10]1[CH:15]=[CH:14][CH:13]=[CH:12][CH:11]=1)=[O:7])([CH3:4])([CH3:3])[CH3:2]>O1CCCC1>[C:1]([O:5][C:6]([NH:8][CH:9]([C@@H:16]1[CH2:17][CH2:18][N:19]([C@@H:21]([C:23]2[CH:24]=[CH:25][CH:26]=[CH:27][CH:28]=2)[CH3:22])[CH2:20]1)[C:10]1[CH:15]=[CH:14][CH:13]=[CH:12][CH:11]=1)=[O:7])([CH3:2])([CH3:3])[CH3:4]. Procedure details: Under a nitrogen atmosphere, 1 mol/l borane-tetrahydrofuran complex (4.6 ml) was added dropwise to a tetrahydrofuran solution (10 ml) of 4-(R)-[1-tert-butoxycarbonylamino-1-phenylmethyl]-1-[1-(R)-phenylethyl]-2-pyrrolidone [F1] (600 mg, 1.52 mmol) under ice cooling, followed by stirring at room temperature for 13 hours. After removal of the solvent under reduced pressure, 80% water-containing ethanol (15 ml) and triethylamine (3 ml) were added to the residue and the mixture was heated under refl... Isolated yield 93.0%. Starting materials: C(#N)C1=CC=C(C(=O)NCC(CNC(OC(C)(C)C)=O)C)C=C1 (tert-butyl (3-(4-cyanobenzamido)-2-methylpropyl)carbamate), C(=O)(C(F)(F)F)O (TFA). As a reaction SMILES: [C:1]([C:3]1[CH:23]=[CH:22][C:6]([C:7]([NH:9][CH2:10][CH:11]([CH3:21])[CH2:12][NH:13]C(=O)OC(C)(C)C)=[O:8])=[CH:5][CH:4]=1)#[N:2].C(O)(C(F)(F)F)=O>>[NH2:13][CH2:12][CH:11]([CH3:21])[CH2:10][NH:9][C:7](=[O:8])[C:6]1[CH:22]=[CH:23][C:3]([C:1]#[N:2])=[CH:4][CH:5]=1. Reported procedure: A solution of the compound obtained in Step 1 (311 mg, 0.98 mmol) in TFA (1 mL, 12.98 mmol) was stirred at room temperature for 15 min, and concentrated under reduced pressure. To the residue were added ethyl acetate and 1N aqueous sodium hydroxide solution, and the organic layer was separated. The organic layer was washed with water and saturated brine, and dried, and the solvent was evaporated under reduced pressure to give N-(3-amino-2-methylpropyl)-4-cyanobenzamide (198 mg, 0.911 mmol, 93%) ... Yields the product NCC(CNC(C1=CC=C(C=C1)C#N)=O)C (N-(3-amino-2-methylpropyl)-4-cyanobenzamide). The reactants are [Al+3], C1CCOC1, COc1ccc(C2=C(C(=O)c3ccc(OCCN4CCCCC4)cc3)c3ccc(OC)cc3CC2)cc1, [H-], [H-], [H-], [H-], [Li+]. The product is COc1ccc(C2=C(C(O)c3ccc(OCCN4CCCCC4)cc3)c3ccc(OC)cc3CC2)cc1. Reaction SMILES: [Al+3:39].[CH2:44]1[O:45][CH2:46][CH2:47][CH2:48]1.[CH3:1][O:2][c:3]1[cH:4][cH:5][c:6]([C:9]2=[C:10]([C:21](=[O:22])[c:23]3[cH:24][cH:25][c:26]([O:29][CH2:30][CH2:31][N:32]4[CH2:33][CH2:34][CH2:35][CH2:36][CH2:37]4)[cH:27][cH:28]3)[c:11]3[cH:12][cH:13][c:14]([O:19][CH3:20])[cH:15][c:16]3[CH2:17][CH2:18]2)[cH:7][cH:8]1.[H-:38].[H-:41].[H-:42].[H-:43].[Li+:40]>>[CH3:1][O:2][c:3]1[cH:4][cH:5][c:6]([C:9]2=[C:10]([CH:21]([OH:22])[c:23]3[cH:24][cH:25][c:26]([O:29][CH2:30][CH2:31][N:32]4[CH2:33][CH2:34][CH2:35][CH2:36][CH2:37]4)[cH:27][cH:28]3)[c:11]3[cH:12][cH:13][c:14]([O:19][CH3:20])[cH:15][c:16]3[CH2:17][CH2:18]2)[cH:7][cH:8]1.